Dataset: the Open Reaction Database (ORD), a public repository of structured organic reaction records. Task: describe an organic reaction: reactants, conditions, products, and yield The reactants are CCOc1ccc(C(=O)c2nc3cc(C(=O)N(CC)CC)ccc3n2CCC(C)C)cc1, COc1ccc(P2(=S)SP(=S)(c3ccc(OC)cc3)S2)cc1, Cc1ccccc1, N#N. Product: CCOc1ccc(C(=O)c2nc3cc(C(=S)N(CC)CC)ccc3n2CCC(C)C)cc1. RXN SMILES: [CH2:23]([CH3:24])[O:25][c:26]1[cH:27][cH:28][c:29]([C:30](=[O:31])[c:32]2[n:33][c:34]3[c:35]([n:36]2[CH2:37][CH2:38][CH:39]([CH3:40])[CH3:41])[cH:42][cH:43][c:44]([C:46](=[O:47])[N:48]([CH2:49][CH3:50])[CH2:51][CH3:52])[cH:45]3)[cH:53][cH:54]1.[CH3:1][O:2][c:3]1[cH:4][cH:5][c:6]([P:7]2(=[S:10])[S:8][P:9]([c:11]3[cH:12][cH:13][c:14]([O:15][CH3:16])[cH:17][cH:18]3)(=[S:19])[S:20]2)[cH:21][cH:22]1.[CH3:57][c:58]1[cH:59][cH:60][cH:61][cH:62][cH:63]1.[N:55]#[N:56]>>[S:10]=[C:46]([c:44]1[cH:43][cH:42][c:35]2[c:34]([n:33][c:32]([C:30]([c:29]3[cH:28][cH:27][c:26]([O:25][CH2:23][CH3:24])[cH:54][cH:53]3)=[O:31])[n:36]2[CH2:37][CH2:38][CH:39]([CH3:40])[CH3:41])[cH:45]1)[N:48]([CH2:49][CH3:50])[CH2:51][CH3:52].